Dataset: the Open Reaction Database (ORD), a public repository of structured organic reaction records. Task: describe an organic reaction: reactants, conditions, products, and yield Product: CN(C1=CC=C(CC2N(CCC3=CC(=C(C=C23)OC)OC)CC(=O)NC2CCC3=CC=CC=C23)C=C1)C (2-[1-(4-Dimethylamino-benzyl)-6,7-dimethoxy-3,4-dihydro-1H-isoquinolin-2-yl]-N-(indan-1-yl)-acetamide). Reported procedure: prepared by reaction of 1-(4-Dimethylamino-benzyl)-6,7-dimethoxy-1,2,3,4-tetrahydroisoquinoline and 2-bromoacetyl bromide with 1-amino-indane Starting materials: CN(C1=CC=C(CC2NCCC3=CC(=C(C=C23)OC)OC)C=C1)C (1-(4-Dimethylamino-benzyl)-6,7-dimethoxy-1,2,3,4-tetrahydroisoquinoline), BrCC(=O)Br (2-bromoacetyl bromide), NC1CCC2=CC=CC=C12 (1-amino-indane). Reaction SMILES: [CH3:1][N:2]([CH3:24])[C:3]1[CH:23]=[CH:22][C:6]([CH2:7][CH:8]2[C:17]3[C:12](=[CH:13][C:14]([O:20][CH3:21])=[C:15]([O:18][CH3:19])[CH:16]=3)[CH2:11][CH2:10][NH:9]2)=[CH:5][CH:4]=1.Br[CH2:26][C:27](Br)=[O:28].[NH2:30][CH:31]1[C:39]2[C:34](=[CH:35][CH:36]=[CH:37][CH:38]=2)[CH2:33][CH2:32]1>>[CH3:24][N:2]([CH3:1])[C:3]1[CH:4]=[CH:5][C:6]([CH2:7][CH:8]2[C:17]3[C:12](=[CH:13][C:14]([O:20][CH3:21])=[C:15]([O:18][CH3:19])[CH:16]=3)[CH2:11][CH2:10][N:9]2[CH2:26][C:27]([NH:30][CH:31]2[C:39]3[C:34](=[CH:35][CH:36]=[CH:37][CH:38]=3)[CH2:33][CH2:32]2)=[O:28])=[CH:22][CH:23]=1. Starting materials: [Br-], CC[Mg+], COc1cc2nccc(Oc3ccc(Cl)cc3C=O)c2cc1OC, C1CCOC1, O. RXN SMILES: [Br-:25].[CH2:26]([CH3:27])[Mg+:28].[Cl:1][c:2]1[cH:3][cH:4][c:5]([O:10][c:11]2[cH:12][cH:13][n:14][c:15]3[cH:16][c:17]([O:23][CH3:24])[c:18]([O:21][CH3:22])[cH:19][c:20]23)[c:6]([CH:7]=[O:8])[cH:9]1.[O:30]1[CH2:31][CH2:32][CH2:33][CH2:34]1.[OH2:29]>>[Cl:1][c:2]1[cH:3][cH:4][c:5]([O:10][c:11]2[cH:12][cH:13][n:14][c:15]3[cH:16][c:17]([O:23][CH3:24])[c:18]([O:21][CH3:22])[cH:19][c:20]23)[c:6]([CH:7]([OH:8])[CH2:26][CH3:27])[cH:9]1. Yields the product CCC(O)c1cc(Cl)ccc1Oc1ccnc2cc(OC)c(OC)cc12. The reactants are compound, CC(C)O (2-propanol), ClC1=NC=NC2=CC=C(C=C12)O (4-chloro-6-hydroxy-quinazoline), NC1=NC=CN=C1 (2-aminopyrazine). Product: C(C)(C)OC=1C=C2C(=NC=NC2=CC1)NC1=NC=CN=C1 ((6-Isopropoxy-quinazolin-4-yl)-pyrazin-2-yl-amine). Reaction SMILES: Cl[C:2]1[C:11]2[C:6](=[CH:7][CH:8]=[C:9]([OH:12])[CH:10]=2)[N:5]=[CH:4][N:3]=1.[NH2:13][C:14]1[CH:19]=[N:18][CH:17]=[CH:16][N:15]=1.[CH3:20][CH:21](O)[CH3:22]>>[CH:21]([O:12][C:9]1[CH:10]=[C:11]2[C:6](=[CH:7][CH:8]=1)[N:5]=[CH:4][N:3]=[C:2]2[NH:13][C:14]1[CH:19]=[N:18][CH:17]=[CH:16][N:15]=1)([CH3:22])[CH3:20]. Procedure details: The compound of Example 23 was manufactured by the same method as in Example 22, by a similar method thereto or by a combination of such a method with a conventional method using 4-chloro-6-hydroxy-quinazoline, 2-propanol and 2-aminopyrazine. The reactants are [Br-], O=C([O-])[O-], CCCC[N+](CCCC)(CCCC)CCCC, CN(C)C=O, COC(=O)c1cc(-n2nc(C)[nH]c2=O)c(F)cc1Cl, FC(F)Cl, [K+], [K+]. Product: COC(=O)c1cc(-n2nc(C)n(C(F)F)c2=O)c(F)cc1Cl. Reaction SMILES: [Br-:30].[C:24](=[O:25])([O-:26])[O-:27].[CH3:31][CH2:32][CH2:33][CH2:34][N+:35]([CH2:36][CH2:37][CH2:38][CH3:39])([CH2:40][CH2:41][CH2:42][CH3:43])[CH2:44][CH2:45][CH2:46][CH3:47].[CH3:48][N:49]([CH3:50])[CH:51]=[O:52].[CH3:5][O:6][C:7]([c:8]1[c:9]([Cl:22])[cH:10][c:11]([F:21])[c:12](-[n:14]2[n:15][c:16]([CH3:20])[nH:17][c:18]2=[O:19])[cH:13]1)=[O:23].[Cl:1][CH:2]([F:3])[F:4].[K+:28].[K+:29]>>[CH:2]([F:3])([F:4])[n:17]1[c:16]([CH3:20])[n:15][n:14](-[c:12]2[c:11]([F:21])[cH:10][c:9]([Cl:22])[c:8]([C:7]([O:6][CH3:5])=[O:23])[cH:13]2)[c:18]1=[O:19]. Starting materials: ClS(=O)(=O)C1=CC=C(C=C1)N=C=O (4-chlorosulfonylphenylisocyanate), NC=1C=C(C#N)C=CC1 (3-aminobenzonitrile). The solvent is C(Cl)Cl (DCM), [N-]=C=O (isocyanate). Conditions: time 8 hour. The product is C(#N)C=1C=C(C=CC1)NC(NC1=CC=C(C=C1)S(=O)(=O)Cl)=O (4-[3-(3-cyanophenyl)-ureido]-benzenesulfonyl chloride). The yield is 94.8%. Reaction SMILES: [Cl:1][S:2]([C:5]1[CH:10]=[CH:9][C:8]([N:11]=[C:12]=[O:13])=[CH:7][CH:6]=1)(=[O:4])=[O:3].[NH2:14][C:15]1[CH:16]=[C:17]([CH:20]=[CH:21][CH:22]=1)[C:18]#[N:19]>C(Cl)Cl.[N-]=C=O>[C:18]([C:17]1[CH:16]=[C:15]([NH:14][C:12](=[O:13])[NH:11][C:8]2[CH:7]=[CH:6][C:5]([S:2]([Cl:1])(=[O:4])=[O:3])=[CH:10][CH:9]=2)[CH:22]=[CH:21][CH:20]=1)#[N:19]. Procedure details: A solution of 5.00 g (1 eq.) of 4-chlorosulfonylphenylisocyanate in anhydrous DCM (40 ml) was added to a solution of 3-aminobenzonitrile (2.71 g, 1 eq.) in anhydrous isocyanate (60 ml) at rt under inert atmosphere and the mixture was stirred overnight. The precipitate was filtered off to yield 7.3 g (95%) of 4-[3-(3-cyanophenyl)-ureido]-benzenesulfonyl chloride. The reactants are C1(=CC=CC=C1)C1=C2CC(CC2=CC=C1)O (4-phenyl-2-indanol), N1=CC=CC=C1 (pyridine), ClC(=C[C@H]1C([C@H]1C(=O)Cl)(C)C)C(F)(F)F (cis-3-(2-chloro-3,3,3-trifluoro-1-propenyl)-2,2-dimethylcyclopropanecarbonyl chloride). Solvent: C1(=CC=CC=C1)C (toluene), C1(=CC=CC=C1)C (toluene). Conditions: time 2 hour. The product is ClC(=C[C@H]1C([C@H]1C(=O)OC1CC2=CC=CC(=C2C1)C1=CC=CC=C1)(C)C)C(F)(F)F (4-phenyl-2-indanyl cis-3-(2-chloro-3,3,3-trifluoro-1-propenyl)-2,2-dimethylcyclopropanecarboxylate). Isolated yield 25.1%. Reaction SMILES: [C:1]1([C:7]2[CH:15]=[CH:14][CH:13]=[C:12]3[C:8]=2[CH2:9][CH:10]([OH:16])[CH2:11]3)[CH:6]=[CH:5][CH:4]=[CH:3][CH:2]=1.N1C=CC=CC=1.[Cl:23][C:24]([C:34]([F:37])([F:36])[F:35])=[CH:25][C@@H:26]1[C@H:28]([C:29](Cl)=[O:30])[C:27]1([CH3:33])[CH3:32]>C1(C)C=CC=CC=1>[Cl:23][C:24]([C:34]([F:35])([F:36])[F:37])=[CH:25][C@@H:26]1[C@H:28]([C:29]([O:16][CH:10]2[CH2:9][C:8]3[C:12](=[CH:13][CH:14]=[CH:15][C:7]=3[C:1]3[CH:2]=[CH:3][CH:4]=[CH:5][CH:6]=3)[CH2:11]2)=[O:30])[C:27]1([CH3:33])[CH3:32]. Procedure details: A stirred solution of 0.25 g (0.0012 mole) of 4-phenyl-2-indanol and 0.11 g (0.0014 mole) of pyridine in 10 ml of toluene was cooled to 5° C., and a solution of 0.28 g (0.0011 mole) of cis-3-(2-chloro-3,3,3-trifluoro-1-propenyl)-2,2-dimethylcyclopropanecarbonyl chloride, prepared in accordance with Example 10, in 5 ml of toluene was added portionwise. Upon complete addition the reaction mixture was stirred at ambient temperature for 2 hours. The reaction mixture was filtered and the filtrate con... Starting materials: BrC=1C=C(C=2C=NN(C2C1)C1CC1)C(=O)NCC=1C(NC(=CC1CCC)C)=O (6-bromo-1-cyclopropyl-N-[(6-methyl-2-oxo-4-propyl-1,2-dihydro-3-pyridinyl)methyl]-1H-indazole-4-carboxamide), CN(CC1=CC=C(C=C1)B1OC(C(O1)(C)C)(C)C)C (N,N-dimethyl-1-[4-(4,4,5,5-tetramethyl-1,3,2-dioxaborolan-2-yl)phenyl]methanamine). The product is C1(CC1)N1N=CC=2C(=CC(=CC12)C1=CC=C(C=C1)CN(C)C)C(=O)NCC=1C(NC(=CC1CCC)C)=O (1-cyclopropyl-6-{4-[(dimethylamino)methyl]phenyl}-N-[(6-methyl-2-oxo-4-propyl-1,2-dihydro-3-pyridinyl)methyl]-1H-indazole-4-carboxamide). RXN SMILES: Br[C:2]1[CH:3]=[C:4]([C:14]([NH:16][CH2:17][C:18]2[C:19](=[O:28])[NH:20][C:21]([CH3:27])=[CH:22][C:23]=2[CH2:24][CH2:25][CH3:26])=[O:15])[C:5]2[CH:6]=[N:7][N:8]([CH:11]3[CH2:13][CH2:12]3)[C:9]=2[CH:10]=1.[CH3:29][N:30]([CH3:47])[CH2:31][C:32]1[CH:37]=[CH:36][C:35](B2OC(C)(C)C(C)(C)O2)=[CH:34][CH:33]=1>>[CH:11]1([N:8]2[C:9]3[CH:10]=[C:2]([C:35]4[CH:36]=[CH:37][C:32]([CH2:31][N:30]([CH3:47])[CH3:29])=[CH:33][CH:34]=4)[CH:3]=[C:4]([C:14]([NH:16][CH2:17][C:18]4[C:19](=[O:28])[NH:20][C:21]([CH3:27])=[CH:22][C:23]=4[CH2:24][CH2:25][CH3:26])=[O:15])[C:5]=3[CH:6]=[N:7]2)[CH2:13][CH2:12]1. Reported procedure: The title compound was prepared in the same manner as described for example 67 from 6-bromo-1-cyclopropyl-N-[(6-methyl-2-oxo-4-propyl-1,2-dihydro-3-pyridinyl)methyl]-1H-indazole-4-carboxamide (0.075 g, 0.169 mmol) and N,N-dimethyl-1-[4-(4,4,5,5-tetramethyl-1,3,2-dioxaborolan-2-yl)phenyl]methanamine (0.060 g, 0.203 mmol). The title compound was collected as a white solid (59 mg, 69%); 1H NMR (400 MHz, DMSO-d6) δ ppm 0.88 (t, J=7.33 Hz, 3H), 1.12-1.21 (m, 4H), 1.45-1.58 (m, 2H), 2.13 (s, 3H), 2.18... RXN SMILES: [Br:14][C:15]([Br:16])([Br:17])[Br:18].[CH3:1][O:2][C:3]([CH2:4][CH2:5][CH2:6][CH2:7][CH2:8][CH2:9][CH2:10][CH2:11][OH:12])=[O:13].[Cl:38][CH2:39][Cl:40].[c:19]1([P:20]([c:21]2[cH:22][cH:23][cH:24][cH:25][cH:26]2)[c:27]2[cH:28][cH:29][cH:30][cH:31][cH:32]2)[cH:33][cH:34][cH:35][cH:36][cH:37]1>>[CH3:1][O:2][C:3]([CH2:4][CH2:5][CH2:6][CH2:7][CH2:8][CH2:9][CH2:10][CH2:11][Br:14])=[O:13]. Product: COC(=O)CCCCCCCCBr. Starting materials: BrC(Br)(Br)Br, COC(=O)CCCCCCCCO, ClCCl, c1ccc(P(c2ccccc2)c2ccccc2)cc1. Starting materials: C(#N)[BH3-].[Na+] (sodium cyanoborohydride), C=O (formaldehyde), FC(C(=O)O)(F)F (trifluoroacetic acid), N[C@H]1C[C@H]([C@H](CC1)NC(CNC(C1=CC(=CC=C1)C(F)(F)F)=O)=O)COC=1C=NC=CC1 (N-(2-((1S,2R,4R)-4-amino-2-((pyridin-3-yloxy)methyl)cyclohexylamino)-2-oxoethyl)-3-(trifluoromethyl)benzamide). Run in CC(=O)C (acetone), CO (methanol). Run at time 3 hour. Product: bis-trifluoroacetic acid, C(C)(C)N([C@H]1C[C@H]([C@H](CC1)NC(CNC(C1=CC(=CC=C1)C(F)(F)F)=O)=O)COC=1C=NC=CC1)C (N-(2-((1S,2R,4R)-4-(isopropyl(methyl)amino)-2-((pyridin-3-yloxy)methyl)cyclohexylamino)-2-oxoethyl)-3-(trifluoromethyl)benzamide). Reaction SMILES: F[C:2](F)(F)[C:3](O)=O.N[C@@H:9]1[CH2:14][CH2:13][C@H:12]([NH:15][C:16](=[O:31])[CH2:17][NH:18][C:19](=[O:30])[C:20]2[CH:25]=[CH:24][CH:23]=[C:22]([C:26]([F:29])([F:28])[F:27])[CH:21]=2)[C@H:11]([CH2:32][O:33][C:34]2[CH:35]=[N:36][CH:37]=[CH:38][CH:39]=2)[CH2:10]1.[C:40]([BH3-])#[N:41].[Na+].[CH2:44]=O>CO.CC(C)=O>[CH:2]([N:41]([CH3:40])[C@@H:9]1[CH2:14][CH2:13][C@H:12]([NH:15][C:16](=[O:31])[CH2:17][NH:18][C:19](=[O:30])[C:20]2[CH:25]=[CH:24][CH:23]=[C:22]([C:26]([F:27])([F:28])[F:29])[CH:21]=2)[C@H:11]([CH2:32][O:33][C:34]2[CH:35]=[N:36][CH:37]=[CH:38][CH:39]=2)[CH2:10]1)([CH3:3])[CH3:44] |f:2.3|. Procedure details: The sample of the trifluoroacetic acid salt of N-(2-((1S,2R,4R)-4-amino-2-((pyridin-3-yloxy)methyl)cyclohexylamino)-2-oxoethyl)-3-(trifluoromethyl)benzamide prepared in Example 5c, Step 2 was dissolved in methanol (3 mL) and treated sequentially with acetone (ca. 1 mL) and sodium cyanoborohydride (28 mg). The mixture was stirred at rt for 3 h. Aqueous formaldehyde (ca. 1 mL) was added and the mixture was stirred at rt for 3 days. The mixture was concentrated under vacuum and the residue was take...